This data is from the Open Reaction Database (ORD), a public repository of structured organic reaction records. The task is: describe an organic reaction: reactants, conditions, products, and yield Reactants: COC1=CC=C(C=C1)C=1OC2=C(N1)C=CC=C2C(=O)O (2-(4-methoxyphenyl)benzoxazole-7-carboxylic acid), Cl.Cl.NC1CC2CCCC(C1)N2C (3-amino-9-methyl-9-azabicyclo[3.3.1]nonane dihydrochloride). Product: CN1C2CC(CC1CCC2)NC(=O)C2=CC=CC=1N=C(OC12)C1=CC=C(C=C1)OC (N-(9-Methyl-9-azabicyclo[3.3.1]non-3-yl)-2-(4-methoxyphenyl)benzoxazole-7-carboxamide). Yield: 36.0%. RXN SMILES: [CH3:1][O:2][C:3]1[CH:8]=[CH:7][C:6]([C:9]2[O:10][C:11]3[C:17]([C:18]([OH:20])=O)=[CH:16][CH:15]=[CH:14][C:12]=3[N:13]=2)=[CH:5][CH:4]=1.Cl.Cl.[NH2:23][CH:24]1[CH2:31][CH:30]2[N:32]([CH3:33])[CH:26]([CH2:27][CH2:28][CH2:29]2)[CH2:25]1>>[CH3:33][N:32]1[CH:26]2[CH2:27][CH2:28][CH2:29][CH:30]1[CH2:31][CH:24]([NH:23][C:18]([C:17]1[C:11]3[O:10][C:9]([C:6]4[CH:5]=[CH:4][C:3]([O:2][CH3:1])=[CH:8][CH:7]=4)=[N:13][C:12]=3[CH:14]=[CH:15][CH:16]=1)=[O:20])[CH2:25]2 |f:1.2.3|. Procedure: N-(9-Methyl-9-azabicyclo[3.3.1]non-3-yl)-2-(4-methoxyphenyl)benzoxazole-7-carboxamide was prepared from 2-(4-methoxyphenyl)benzoxazole-7-carboxylic acid and 3-amino-9-methyl-9-azabicyclo[3.3.1]nonane dihydrochloride using the method outlined in Step C of Example 14. This compound was obtained in 36% yield as a off-white solid: mp 160-162° C.; 1H NMR (500 MHz, CD3OD) δ 8.22 (dt, J=9.7, 2.8 Hz, 2H), 7.82 (dd, J=7.9, 1.0 Hz, 1H), 7.72 (dd, J=7.7, 1.0 Hz, 1H), 7.46 (t, J=7.8 Hz, 1H), 7.14 (dt, J=9.7... Reactants: ClC1=CC=C(C=C1)C1=NN(C(N1)=O)CC(=O)NCC1=C(C=CC=C1)C(F)(F)F (2-[3-(4-chlorophenyl)-5-oxo-4,5-dihydro-1H-1,2,4-triazol-1-yl]-N-[2-(trifluoromethyl)benzyl]-acetamide), FC(C1CO1)(F)F (1,1,1-trifluoro-2,3-epoxypropane), C([O-])([O-])=O.[Cs+].[Cs+] (caesium carbonate), FC(C1CO1)(F)F (1,1,1-trifluoro-2,3-epoxypropane). Run in CS(=O)C (DMSO), C(C)(=O)OCC (ethyl acetate). Run at temperature 120 celsius, time 3 hour. The product is ClC1=CC=C(C=C1)C1=NN(C(N1CC(C(F)(F)F)O)=O)CC(=O)NCC1=C(C=CC=C1)C(F)(F)F (2-[3-(4-chlorophenyl)-5-oxo-4-(3,3,3-trifluoro-2-hydroxypropyl)-4,5-dihydro-1H-1,2,4-triazol-1-yl]-N-[2-(trifluoromethyl)benzyl]-acetamide). RXN SMILES: [Cl:1][C:2]1[CH:7]=[CH:6][C:5]([C:8]2[NH:12][C:11](=[O:13])[N:10]([CH2:14][C:15]([NH:17][CH2:18][C:19]3[CH:24]=[CH:23][CH:22]=[CH:21][C:20]=3[C:25]([F:28])([F:27])[F:26])=[O:16])[N:9]=2)=[CH:4][CH:3]=1.C(=O)([O-])[O-].[Cs+].[Cs+].[F:35][C:36]([F:41])([F:40])[CH:37]1[O:39][CH2:38]1>CS(C)=O.C(OCC)(=O)C>[Cl:1][C:2]1[CH:7]=[CH:6][C:5]([C:8]2[N:12]([CH2:38][CH:37]([OH:39])[C:36]([F:41])([F:40])[F:35])[C:11](=[O:13])[N:10]([CH2:14][C:15]([NH:17][CH2:18][C:19]3[CH:24]=[CH:23][CH:22]=[CH:21][C:20]=3[C:25]([F:26])([F:27])[F:28])=[O:16])[N:9]=2)=[CH:4][CH:3]=1 |f:1.2.3|. Reported procedure: 100 mg (0.24 mmol) of 2-[3-(4-chlorophenyl)-5-oxo-4,5-dihydro-1H-1,2,4-triazol-1-yl]-N-[2-(trifluoromethyl)benzyl]-acetamide from Example 243A are placed with 119 mg (0.37 mmol) of caesium carbonate in 0.6 ml of DMSO and treated with 137 mg (1.22 mmol) of 1,1,1-trifluoro-2,3-epoxypropane. This is stirred for 3 hrs at 120° C. Next, 137 mg (1.22 mmol) of 1,1,1-trifluoro-2,3-epoxypropane are again added and the mixture stirred for a further hour at 120° C. The suspension is then cooled to RT, dilut...